This data is from the Open Reaction Database (ORD), a public repository of structured organic reaction records. The task is: describe an organic reaction: reactants, conditions, products, and yield Reaction SMILES: C(Cl)Cl.[CH2:4]([O:11][C:12]1[CH:13]=[C:14]([S:18][C:19]2[CH:24]=[CH:23][C:22]([CH2:25][CH2:26][C:27]([NH:35][C:36]([O:38][C:39]([CH3:42])([CH3:41])[CH3:40])=[O:37])([CH2:30][O:31][CH2:32][O:33][CH3:34])[CH2:28][OH:29])=[C:21]([Cl:43])[CH:20]=2)[CH:15]=[CH:16][CH:17]=1)[C:5]1[CH:10]=[CH:9][CH:8]=[CH:7][CH:6]=1.C(Br)(Br)(Br)Br.[P:49]([O:54]C)([O:52][CH3:53])[O:50][CH3:51]>O.N1C=CC=CC=1>[CH2:4]([O:11][C:12]1[CH:13]=[C:14]([S:18][C:19]2[CH:24]=[CH:23][C:22]([CH2:25][CH2:26][C:27]([NH:35][C:36]([O:38][C:39]([CH3:40])([CH3:42])[CH3:41])=[O:37])([CH2:30][O:31][CH2:32][O:33][CH3:34])[CH2:28][O:29][P:49]([O:52][CH3:53])([O:50][CH3:51])=[O:54])=[C:21]([Cl:43])[CH:20]=2)[CH:15]=[CH:16][CH:17]=1)[C:5]1[CH:6]=[CH:7][CH:8]=[CH:9][CH:10]=1. The solvent is O (water), N1=CC=CC=C1 (pyridine). Conditions: temperature 0 celsius. The product is C(C1=CC=CC=C1)OC=1C=C(C=CC1)SC1=CC(=C(C=C1)CCC(COP(=O)(OC)OC)(COCOC)NC(=O)OC(C)(C)C)Cl (4-[4-(3-benzyloxyphenylthio)-2-chlorophenyl]-2-t-butoxycarbonylamino-2-methoxymethyloxymethyl-1-dimethoxyphosphoryloxybutane). Starting materials: C(Cl)Cl (methylene chloride), C(C1=CC=CC=C1)OC=1C=C(C=CC1)SC1=CC(=C(C=C1)CCC(CO)(COCOC)NC(=O)OC(C)(C)C)Cl (4-[4-(3-benzyloxyphenylthio)-2-chlorophenyl]-2-t-butoxycarbonylamino-2-methoxymethyloxymethylbutane-1-ol), C(Br)(Br)(Br)Br (carbon tetrabromide), P(OC)(OC)OC (trimethyl phosphite). Procedure: To a methylene chloride solution (2 mL) containing the compound of Example 219 (860 mg), carbon tetrabromide (533 mg) and pyridine (2 mL), trimethyl phosphite (0.19 mL) was added while the mixture was stirred at 0° C. and the mixture was stirred for 5 hours until room temperature. Subsequently, water was added and the mixture was extracted with ethyl acetate. The extract was washed sequentially with water and a saturated aqueous solution of sodium chloride. The organic phase was then dried over ...